Dataset: the Open Reaction Database (ORD), a public repository of structured organic reaction records. Task: describe an organic reaction: reactants, conditions, products, and yield Reactants: CCOC(=O)c1ccc(-n2cnc(-c3c(-c4ccccc4)noc3C)c2)cc1, C1CCOC1, [Li+], [OH-], O, O. Yields the product Cc1onc(-c2ccccc2)c1-c1cn(-c2ccc(C(=O)O)cc2)cn1. Reaction SMILES: [CH2:1]([CH3:2])[O:3][C:4]([c:5]1[cH:6][cH:7][c:8](-[n:11]2[cH:12][n:13][c:14](-[c:16]3[c:17](-[c:22]4[cH:23][cH:24][cH:25][cH:26][cH:27]4)[n:18][o:19][c:20]3[CH3:21])[cH:15]2)[cH:9][cH:10]1)=[O:28].[CH2:32]1[O:33][CH2:34][CH2:35][CH2:36]1.[Li+:31].[OH-:30].[OH2:29].[OH2:37]>>[O:3]=[C:4]([c:5]1[cH:6][cH:7][c:8](-[n:11]2[cH:12][n:13][c:14](-[c:16]3[c:17](-[c:22]4[cH:23][cH:24][cH:25][cH:26][cH:27]4)[n:18][o:19][c:20]3[CH3:21])[cH:15]2)[cH:9][cH:10]1)[OH:28]. The reactants are [Sn](Cl)Cl (tin(II) chloride), ClC=1C=C(C=C(C1SC1=CC=C(C=C1)C)Cl)N1N=CC(NC1=O)=O (2-[3,5-dichloro-4-(4-methylthiophenoxy)phenyl]-1,2,4-triazine-3,5-(2H,4H)-dione), Cl (hydrochloric acid). Run in C(C)(=O)O (acetic acid). Yields the product ClC=1C=C(C=C(C1SC1=CC=C(C=C1)C)Cl)N1NCC(NC1=O)=O (2-[3,5-Dichloro-4-(4-methylthiophenoxy)phenyl]hexahydro-1,2,4-triazine-3,5-dione). As a reaction SMILES: [Cl:1][C:2]1[CH:3]=[C:4]([N:17]2[C:22](=[O:23])[NH:21][C:20](=[O:24])[CH:19]=[N:18]2)[CH:5]=[C:6]([Cl:16])[C:7]=1[S:8][C:9]1[CH:14]=[CH:13][C:12]([CH3:15])=[CH:11][CH:10]=1.[Sn](Cl)Cl.Cl>C(O)(=O)C>[Cl:1][C:2]1[CH:3]=[C:4]([N:17]2[C:22](=[O:23])[NH:21][C:20](=[O:24])[CH2:19][NH:18]2)[CH:5]=[C:6]([Cl:16])[C:7]=1[S:8][C:9]1[CH:10]=[CH:11][C:12]([CH3:15])=[CH:13][CH:14]=1. Reported procedure: 20 g of 2-[3,5-dichloro-4-(4-methylthiophenoxy)phenyl]-1,2,4-triazine-3,5-(2H,4H)-dione were dissolved in 200 ml of hot glacial acetic acid. 25 g of tin(II) chloride.2H2O, followed by 100 ml of concentrated hydrochloric acid, were added, and then the mixture was heated to reflux for four hours. After the mixture had been cooled, the product was filtered off with suction, washed to neutrality with water, and recrystallized from 2-methoxyethanol, melting point 239° C. The reactants are CC(C)(C)OC(=O)Cc1ccc(Oc2ccc(C(=O)O)cc2)c(CNS(C)(=O)=O)c1, O=C(Cl)C(=O)Cl, ClCCl, Nc1ccc(Cl)c(Cl)c1, CN(C)C=O. Yields the product CC(C)(C)OC(=O)Cc1ccc(Oc2ccc(C(=O)Nc3ccc(Cl)c(Cl)c3)cc2)c(CNS(C)(=O)=O)c1. RXN SMILES: [C:1]([CH3:2])([CH3:3])([CH3:4])[O:5][C:6]([CH2:7][c:8]1[cH:9][c:10]([CH2:24][NH:25][S:26](=[O:27])(=[O:28])[CH3:29])[c:11]([O:12][c:13]2[cH:14][cH:15][c:16]([C:17](=[O:18])[OH:19])[cH:20][cH:21]2)[cH:22][cH:23]1)=[O:30].[C:31]([Cl:32])(=[O:33])[C:34]([Cl:35])=[O:36].[CH2:51]([Cl:52])[Cl:53].[Cl:42][c:43]1[cH:44][c:45]([NH2:50])[cH:46][cH:47][c:48]1[Cl:49].[O:37]=[CH:38][N:39]([CH3:40])[CH3:41]>>[C:1]([CH3:2])([CH3:3])([CH3:4])[O:5][C:6]([CH2:7][c:8]1[cH:9][c:10]([CH2:24][NH:25][S:26](=[O:27])(=[O:28])[CH3:29])[c:11]([O:12][c:13]2[cH:14][cH:15][c:16]([C:17](=[O:19])[NH:50][c:45]3[cH:44][c:43]([Cl:42])[c:48]([Cl:49])[cH:47][cH:46]3)[cH:20][cH:21]2)[cH:22][cH:23]1)=[O:30]. Reactants: Cc1cc([N+](=O)[O-])ccc1Br, N#Cc1ccc(B(O)O)cc1, Cc1ccccc1P(c1ccccc1C)c1ccccc1C, COCCOC, [Cs+], [F-]. The product is Cc1cc([N+](=O)[O-])ccc1-c1ccc(C#N)cc1. Reaction SMILES: [Br:1][c:2]1[c:3]([CH3:11])[cH:4][c:5]([N+:8](=[O:9])[O-:10])[cH:6][cH:7]1.[C:12](#[N:13])[c:14]1[cH:15][cH:16][c:17]([B:20]([OH:21])[OH:22])[cH:18][cH:19]1.[CH3:25][c:26]1[cH:27][cH:28][cH:29][cH:30][c:31]1[P:32]([c:33]1[cH:34][cH:35][cH:36][cH:37][c:38]1[CH3:39])[c:40]1[cH:41][cH:42][cH:43][cH:44][c:45]1[CH3:46].[CH3:47][O:48][CH2:49][CH2:50][O:51][CH3:52].[Cs+:24].[F-:23]>>[c:2]1(-[c:17]2[cH:16][cH:15][c:14]([C:12]#[N:13])[cH:19][cH:18]2)[c:3]([CH3:11])[cH:4][c:5]([N+:8](=[O:9])[O-:10])[cH:6][cH:7]1.